Dataset: the Open Reaction Database (ORD), a public repository of structured organic reaction records. Task: describe an organic reaction: reactants, conditions, products, and yield The reactants are CC1=NC=CC(=C1)NC(=O)C1=NC(=CC(=C1)B1OC(C(O1)(C)C)(C)C)C (6-Methyl-4-(4,4,5,5-tetramethyl-[1,3,2]dioxaborolan-2-yl)-pyridine-2-carboxylic acid (2-methyl-pyridin-4-yl)-amide), BrC1=CC(=NC=C1)C#N (4-Bromo-2-cyanopyridine). Product: CC1=NC=CC(=C1)NC(=O)C1=NC(=CC(=C1)C1=CC(=NC=C1)C#N)C (2′-Cyano-6-methyl-[4,4′]bipyridinyl-2-carboxylic acid (2-methyl-pyridin-4-yl)-amide). Reaction SMILES: [CH3:1][C:2]1[CH:7]=[C:6]([NH:8][C:9]([C:11]2[CH:16]=[C:15](B3OC(C)(C)C(C)(C)O3)[CH:14]=[C:13]([CH3:26])[N:12]=2)=[O:10])[CH:5]=[CH:4][N:3]=1.Br[C:28]1[CH:33]=[CH:32][N:31]=[C:30]([C:34]#[N:35])[CH:29]=1>>[CH3:1][C:2]1[CH:7]=[C:6]([NH:8][C:9]([C:11]2[CH:16]=[C:15]([C:28]3[CH:33]=[CH:32][N:31]=[C:30]([C:34]#[N:35])[CH:29]=3)[CH:14]=[C:13]([CH3:26])[N:12]=2)=[O:10])[CH:5]=[CH:4][N:3]=1. Reported procedure: The title compound, was prepared from 6-Methyl-4-(4,4,5,5-tetramethyl-[1,3,2]dioxaborolan-2-yl)-pyridine-2-carboxylic acid (2-methyl-pyridin-4-yl)-amide in accordance with the general method of example 131, step 2 using 4-Bromo-2-cyanopyridine instead of 3-Trifluoromethyl-5-bromopyridine to yield the final compound as a white solid, MS (ISP): m/e=330.2 (M+H)+. Reactants: CC1=C(C=CC(=C1)[N+](=O)[O-])N=C=S (2-Methyl-4-nitrophenyl isothiocyanate), N[C@H](C)C1CCCCC1 ((1R)-1-amino-1-cyclohexylethane), ClC(C(=O)O)C1=CC=CC=C1 (α-chloro-α-phenylacetic acid). The product is CC1=C(C=CC(=C1)[N+](=O)[O-])N=C1SC(C(N1[C@H](C)C1CCCCC1)=O)C1=CC=CC=C1 (2-(2-methyl-4-nitrophenylimino)-3-((1R)-1-cyclohexylethyl)-5-phenyl-1,3-thiazolidin4-one). As a reaction SMILES: [CH3:1][C:2]1[CH:7]=[C:6]([N+:8]([O-:10])=[O:9])[CH:5]=[CH:4][C:3]=1[N:11]=[C:12]=[S:13].[NH2:14][C@@H:15]([CH:17]1[CH2:22][CH2:21][CH2:20][CH2:19][CH2:18]1)[CH3:16].Cl[CH:24]([C:28]1[CH:33]=[CH:32][CH:31]=[CH:30][CH:29]=1)[C:25](O)=[O:26]>>[CH3:1][C:2]1[CH:7]=[C:6]([N+:8]([O-:10])=[O:9])[CH:5]=[CH:4][C:3]=1[N:11]=[C:12]1[N:14]([C@@H:15]([CH:17]2[CH2:22][CH2:21][CH2:20][CH2:19][CH2:18]2)[CH3:16])[C:25](=[O:26])[CH:24]([C:28]2[CH:33]=[CH:32][CH:31]=[CH:30][CH:29]=2)[S:13]1. Procedure details: 2-Methyl-4-nitrophenyl isothiocyanate was reacted with (1R)-1-amino-1-cyclohexylethane followed by α-chloro-α-phenylacetic acid according to Method C8a to afford 2-(2-methyl-4-nitrophenylimino)-3-((1R)-1-cyclohexylethyl)-5-phenyl-1,3-thiazolidin4-one. The reactants are BrCc1ccccc1, COCC1OC(n2cnc3c(NCC(c4ccccc4)c4ccccc4)nc(CO)nc32)C(O[Si](C)(C)C(C)(C)C)C1O[Si](C)(C)C(C)(C)C, [H-], [Na+], C1CCOC1. Product: COCC1OC(n2cnc3c(NCC(c4ccccc4)c4ccccc4)nc(COCc4ccccc4)nc32)C(O[Si](C)(C)C(C)(C)C)C1O[Si](C)(C)C(C)(C)C. Reaction SMILES: [Br:53][CH2:54][c:55]1[cH:56][cH:57][cH:58][cH:59][cH:60]1.[C:3]([CH3:4])([CH3:5])([CH3:6])[Si:7]([O:8][CH:9]1[CH:10]([n:25]2[c:26]3[n:27][c:28]([CH2:49][OH:50])[n:29][c:30]([NH:34][CH2:35][CH:36]([c:37]4[cH:38][cH:39][cH:40][cH:41][cH:42]4)[c:43]4[cH:44][cH:45][cH:46][cH:47][cH:48]4)[c:31]3[n:32][cH:33]2)[O:11][CH:12]([CH2:22][O:23][CH3:24])[CH:13]1[O:14][Si:15]([CH3:16])([CH3:17])[C:18]([CH3:19])([CH3:20])[CH3:21])([CH3:51])[CH3:52].[H-:1].[Na+:2].[O:61]1[CH2:62][CH2:63][CH2:64][CH2:65]1>>[C:3]([CH3:4])([CH3:5])([CH3:6])[Si:7]([O:8][CH:9]1[CH:10]([n:25]2[c:26]3[n:27][c:28]([CH2:49][O:50][CH2:54][c:55]4[cH:56][cH:57][cH:58][cH:59][cH:60]4)[n:29][c:30]([NH:34][CH2:35][CH:36]([c:37]4[cH:38][cH:39][cH:40][cH:41][cH:42]4)[c:43]4[cH:44][cH:45][cH:46][cH:47][cH:48]4)[c:31]3[n:32][cH:33]2)[O:11][CH:12]([CH2:22][O:23][CH3:24])[CH:13]1[O:14][Si:15]([CH3:16])([CH3:17])[C:18]([CH3:19])([CH3:20])[CH3:21])([CH3:51])[CH3:52]. The reactants are COC1=C(C(=C(C(=C1C=C[N+](=O)[O-])C)OC)C)C (1,4-dimethoxy-2,3,5-trimethyl-6-(2-nitrovinyl)benzene), [H-].[Al+3].[Li+].[H-].[H-].[H-] (lithium aluminum hydride), [OH-].[Na+] (sodium hydroxide). Solvent: C1CCOC1 (THF), C1CCOC1 (THF). Conditions: temperature 60 celsius, time 2 hour. Product: COC1=C(C(=C(C(=C1C)C)OC)C)CCN (2-(2,5-Dimethoxy-3,4,6-trimethylphenyl)ethanamine). Yield: 100.3%. RXN SMILES: [H-].[Al+3].[Li+].[H-].[H-].[H-].[CH3:7][O:8][C:9]1[C:14]([CH:15]=[CH:16][N+:17]([O-])=O)=[C:13]([CH3:20])[C:12]([O:21][CH3:22])=[C:11]([CH3:23])[C:10]=1[CH3:24].[OH-].[Na+]>C1COCC1>[CH3:7][O:8][C:9]1[C:10]([CH3:24])=[C:11]([CH3:23])[C:12]([O:21][CH3:22])=[C:13]([CH3:20])[C:14]=1[CH2:15][CH2:16][NH2:17] |f:0.1.2.3.4.5,7.8|. Procedure: To a stirring suspension of lithium aluminum hydride (1.63 g, 42.8 mmol, 6.0 equiv) in THF (15 mL) at 0° C. was added a solution of 1,4-dimethoxy-2,3,5-trimethyl-6-(2-nitrovinyl)benzene (1.8 g, 7.14 mmol) in THF (15 mL) over 30 min. Following addition, the mixture was warmed to 60° C. and stirred for 2 hr. After this time, the reaction was deemed complete by HPLC analysis, the mixture was slowly transferred to 100 mL 6M aqueous sodium hydroxide and stirred for 20 min. The resulting suspension wa... Reactants: CC=1N(C2=CC(=CC=C2C1C1=CC=CC=C1)O)CCC (2-methyl-3-phenyl-1-propyl-1H-indole-6-ol), C(C)OC(C(C)(C)Br)=O (2-bromo-2-methyl-propanoic acid ethylester), glycol dimethylether. Product: C(C)OC(C(C)(OC1=CC=C2C(=C(N(C2=C1)CCC)C)C1=CC=CC=C1)C)=O (2-Methyl-2-[2-methyl-3-phenyl-1-propyl-1H-indole-6-yloxy]-propanoic acid ethylester). As a reaction SMILES: [CH3:1][C:2]1[N:3]([CH2:18][CH2:19][CH3:20])[C:4]2[C:9]([C:10]=1[C:11]1[CH:16]=[CH:15][CH:14]=[CH:13][CH:12]=1)=[CH:8][CH:7]=[C:6]([OH:17])[CH:5]=2.[CH2:21]([O:23][C:24](=[O:29])[C:25](Br)([CH3:27])[CH3:26])[CH3:22]>>[CH2:21]([O:23][C:24](=[O:29])[C:25]([CH3:27])([O:17][C:6]1[CH:5]=[C:4]2[C:9]([C:10]([C:11]3[CH:16]=[CH:15][CH:14]=[CH:13][CH:12]=3)=[C:2]([CH3:1])[N:3]2[CH2:18][CH2:19][CH3:20])=[CH:8][CH:7]=1)[CH3:26])[CH3:22]. Procedure details: The above compound was prepared from 2-methyl-3-phenyl-1-propyl-1H-indole-6-ol and 2-bromo-2-methyl-propanoic acid ethylester using a procedure analogous to that of Example 10 (solvent: glycol dimethylether). Starting materials: CC(C)(C)OC(=O)NC(COCc1ccccc1)CN(Cc1ccc(F)cc1)C(=O)CBr, ClCCl, O=C(O)C(F)(F)F. Product: O=C1CNC(COCc2ccccc2)CN1Cc1ccc(F)cc1. RXN SMILES: [CH2:1]([c:2]1[cH:3][cH:4][cH:5][cH:6][cH:7]1)[O:8][CH2:9][CH:10]([CH2:11][N:12]([CH2:13][c:14]1[cH:15][cH:16][c:17]([F:20])[cH:18][cH:19]1)[C:21](=[O:24])[CH2:31][Br:32])[NH:25][C:26](=[O:22])[O:23][C:27]([CH3:28])([CH3:29])[CH3:30].[Cl:40][CH2:41][Cl:42].[OH:33][C:34]([C:35]([F:36])([F:37])[F:38])=[O:39]>>[CH2:1]([c:2]1[cH:3][cH:4][cH:5][cH:6][cH:7]1)[O:8][CH2:9][CH:10]1[CH2:11][N:12]([CH2:13][c:14]2[cH:15][cH:16][c:17]([F:20])[cH:18][cH:19]2)[C:21](=[O:24])[CH2:26][NH:25]1. Starting materials: BrC=1C=C2C(=C(C(NC2=CC1)=O)C1=CC=CC=C1)O (6-Bromo-4-hydroxy-3-phenylquinolin-2(1H)-one), ClC=1C=C(C=CC1)C(=O)C=1C=NC=CC1 ((3-chlorophenyl)(pyridin-3-yl)methanone), BrC=1C=C2C(=C(C(NC2=CC1)=O)C1=CC=CC=C1)O (6-Bromo-4-hydroxy-3-phenylquinolin-2(1H)-one), FC=1C=C(C=CC1)C(=O)C=1C=NC(=CC1)Cl ((3-fluorophenyl)(6-chloropyridin-3-yl)methanone). Product: ClC1=C(C=NC2=CC=C(C=C12)C(O)(C1=CC(=CC=C1)F)C=1C=NC(=CC1)Cl)C1=CC=CC=C1 ((4-Chloro-3-phenylquinolin-6-yl)(6-chloropyridin-3-yl)(3-fluorophenyl)methanol). RXN SMILES: Br[C:2]1[CH:3]=[C:4]2[C:9](=[CH:10][CH:11]=1)[NH:8][C:7](=O)[C:6]([C:13]1[CH:18]=[CH:17][CH:16]=[CH:15][CH:14]=1)=[C:5]2O.[F:20][C:21]1[CH:22]=[C:23]([C:27]([C:29]2[CH:30]=[N:31][C:32]([Cl:35])=[CH:33][CH:34]=2)=[O:28])[CH:24]=[CH:25][CH:26]=1.[Cl:36]C1C=C(C(C2C=NC=CC=2)=O)C=CC=1>>[Cl:36][C:5]1[C:4]2[C:9](=[CH:10][CH:11]=[C:2]([C:27]([C:29]3[CH:30]=[N:31][C:32]([Cl:35])=[CH:33][CH:34]=3)([C:23]3[CH:24]=[CH:25][CH:26]=[C:21]([F:20])[CH:22]=3)[OH:28])[CH:3]=2)[N:8]=[CH:7][C:6]=1[C:13]1[CH:18]=[CH:17][CH:16]=[CH:15][CH:14]=1. Procedure details: The title compound was prepared using 6-bromo-4-chloro-3-phenylquinoline (Intermediate 3, step c) and (3-fluorophenyl)(6-chloropyridin-3-yl)methanone in place of 6-bromo-2,4-dichloro-3-phenylquinoline and (3-chlorophenyl)(pyridin-3-yl)methanone, respectively, according to the procedure described in Example 25. 1H NMR (400 MHz, CDCl3) δ 8.81 (s, 1H), 8.40 (d, J=2.69 Hz, 1H), 8.30 (d, J=2.20 Hz, 1H), 8.10 (d, J=8.80 Hz, 1H), 7.68 (ddd, J=2.20, 8.62, 17.55 Hz, 2H), 7.46-7.54 (m, 5H), 7.33 (d, J=8.5... Starting materials: ClC1=C(C(=CC=C1)Cl)CC#N (2,6-Dichlorophenylacetonitrile), NC1=NC(=NC=C1C=O)C (4-amino-2-methylpyrimidine-5-carboxaldehyde), [Na] (sodium). The solvent is C(C)O (ethanol). The product is ClC1=C(C(=CC=C1)Cl)C1=CC2=C(N=C(N=C2)C)N=C1N (6-(2,6-dichlorophenyl)-2-methylpyrido[2,3-d]pyrimidin-7-amine). The yield is 41.4%. RXN SMILES: [Cl:1][C:2]1[CH:7]=[CH:6][CH:5]=[C:4]([Cl:8])[C:3]=1[CH2:9][C:10]#[N:11].[NH2:12][C:13]1[C:18]([CH:19]=O)=[CH:17][N:16]=[C:15]([CH3:21])[N:14]=1.[Na]>C(O)C>[Cl:1][C:2]1[CH:7]=[CH:6][CH:5]=[C:4]([Cl:8])[C:3]=1[C:9]1[C:10]([NH2:11])=[N:12][C:13]2[N:14]=[C:15]([CH3:21])[N:16]=[CH:17][C:18]=2[CH:19]=1 |^1:21|. Procedure details: 2,6-Dichlorophenylacetonitrile 8.1 g and 4-amino-2-methylpyrimidine-5-carboxaldehyde 6.9 g is added to a solution of 0.4 g of sodium metal in 60 ml of anhydrous ethanol. This mixture is heated at reflux for 3 hours. Upon cooling, the crude product precipitates and is collected by filtration. The solid is recrystallized from ethanol, with charcoal treatment, to give 5.5 g of 6-(2,6-dichlorophenyl)-2-methylpyrido[2,3-d]pyrimidin-7-amine, mp 287°-289° C., which may occlude varying amounts of water,...